Dataset: the Open Reaction Database (ORD), a public repository of structured organic reaction records. Task: describe an organic reaction: reactants, conditions, products, and yield Starting materials: NC1=CC=C(S/C(/C(=O)O)=C(/C(=O)O)\O)C=C1 (2-[4'-(amino)thiophenoxy]-3-hydroxymaleic acid), C(=O)([O-])[O-].[K+].[K+] (K2CO3), C(=S)(Cl)Cl (thiophosgene). The solvent is C1CCOC1 (THF). Conditions: time 1 hour. The product is N(=C=S)C1=CC=C(S/C(/C(=O)O)=C(/C(=O)O)\O)C=C1 (2-[4'-(isothiocyanato)-thiophenoxy]-3-hydroxymaleic acid). Reaction SMILES: [NH2:1][C:2]1[CH:17]=[CH:16][C:5]([S:6]/[C:7](=[C:11](\[OH:15])/[C:12]([OH:14])=[O:13])/[C:8]([OH:10])=[O:9])=[CH:4][CH:3]=1.C([O-])([O-])=O.[K+].[K+].[C:24](Cl)(Cl)=[S:25]>C1COCC1>[N:1]([C:2]1[CH:3]=[CH:4][C:5]([S:6]/[C:7](=[C:11](\[OH:15])/[C:12]([OH:14])=[O:13])/[C:8]([OH:10])=[O:9])=[CH:16][CH:17]=1)=[C:24]=[S:25] |f:1.2.3|. Procedure details: To a slurry of 2-[4'-(amino)thiophenoxy]-3-hydroxymaleic acid (0.370 g, 1.438 mmol) and freshly powdered, freshly dried K2CO3 (1.217 g, 8.806 mmol in THF (30 mL) under nitrogen was added thiophosgene (0.33 mL, 0.498 g, 4.33 mmol). The reaction mixture was stirred vigorously at room temperature for 1 hour, then at reflux for 30 minutes. Upon cooling to room temperature, the reaction mixture was filtered and the solvent evaporated off to afford crude 2-[4'-(isothiocyanato)-thiophenoxy]-3-hydroxyma... The reactants are [H][H], O=N[O-], CCCN1CC(C(=O)OCC)=CC2Cc3nc(N)sc3CC21, [Na+], O, OP(O)P(O)O, O=P(O)(O)O. Product: CCCN1CC(C(=O)OCC)=CC2Cc3ncsc3CC21. RXN SMILES: [H:33][H:34].[N:23]([O-:24])=[O:25].[NH2:1][c:2]1[s:3][c:4]2[c:5]([n:22]1)[CH2:6][CH:7]1[CH:8]=[C:9]([C:17](=[O:18])[O:19][CH2:20][CH3:21])[CH2:10][N:11]([CH2:14][CH2:15][CH3:16])[CH:12]1[CH2:13]2.[Na+:26].[OH2:40].[P:27]([P:28]([OH:29])[OH:30])([OH:31])[OH:32].[P:35](=[O:36])([OH:37])([OH:38])[OH:39]>>[cH:2]1[s:3][c:4]2[c:5]([n:22]1)[CH2:6][CH:7]1[CH:8]=[C:9]([C:17](=[O:18])[O:19][CH2:20][CH3:21])[CH2:10][N:11]([CH2:14][CH2:15][CH3:16])[CH:12]1[CH2:13]2. Reactants: CC(C)(C)[O-], C(=Nc1ccccc1)c1ccccc1, [K+], O, Cc1ccc(-c2cc3ccccc3s2)cc1. Yields the product C(=Cc1ccc(-c2cc3ccccc3s2)cc1)c1ccccc1. Reaction SMILES: [CH3:31][C:32]([CH3:33])([O-:34])[CH3:35].[CH:17]([c:18]1[cH:19][cH:20][cH:21][cH:22][cH:23]1)=[N:24][c:25]1[cH:26][cH:27][cH:28][cH:29][cH:30]1.[K+:36].[OH2:37].[c:1]1([CH3:16])[cH:2][cH:3][c:4](-[c:7]2[s:8][c:9]3[c:10]([cH:11]2)[cH:12][cH:13][cH:14][cH:15]3)[cH:5][cH:6]1>>[c:1]1([CH:16]=[CH:17][c:18]2[cH:19][cH:20][cH:21][cH:22][cH:23]2)[cH:2][cH:3][c:4](-[c:7]2[s:8][c:9]3[c:10]([cH:11]2)[cH:12][cH:13][cH:14][cH:15]3)[cH:5][cH:6]1. Starting materials: O (water), ClC1=CC=C(C=C1)C1=C(C=CC=C1)CO ((4′-chlorobiphenyl-2-yl)methanol), [Li+].[Br-] (LiBr), P(Br)(Br)Br (PBr3). Run in CN(C)C=O (DMF). Conditions: time 1 hour. Yields the product BrCC1=C(C=CC=C1)C1=CC=C(C=C1)Cl (2-(bromomethyl)-4′-chlorobiphenyl). RXN SMILES: [Cl:1][C:2]1[CH:7]=[CH:6][C:5]([C:8]2[CH:13]=[CH:12][CH:11]=[CH:10][C:9]=2[CH2:14]O)=[CH:4][CH:3]=1.[Li+].[Br-].P(Br)(Br)[Br:19].O>CN(C=O)C>[Br:19][CH2:14][C:9]1[CH:10]=[CH:11][CH:12]=[CH:13][C:8]=1[C:5]1[CH:6]=[CH:7][C:2]([Cl:1])=[CH:3][CH:4]=1 |f:1.2|. Procedure details: To a mixture of Example 37A (7.9 g) and LiBr (3.45 g) in DMF (100 mL) at 0° C. was added PBr3 (3.77 mL) and the reaction was stirred for 1 hour. The reaction was poured into water (400 mL), and the mixture was extracted with ether (3×200 mL). The combined ether layers were washed with 3× water, and brine, dried over Na2SO4, and condensed to give the title compound. Reactants: [BH4-], CC(C)(C)O, CO, [Na+], O=C(O)c1cc2cc(-c3ccccn3)ccc2o1. Yields the product OCc1cc2cc(-c3ccccn3)ccc2o1. RXN SMILES: [BH4-:19].[C:21]([OH:22])([CH3:23])([CH3:24])[CH3:25].[CH3:26][OH:27].[Na+:20].[n:1]1[c:2](-[c:7]2[cH:8][cH:9][c:10]3[c:11]([cH:12][c:13]([C:15](=[O:16])[OH:17])[o:14]3)[cH:18]2)[cH:3][cH:4][cH:5][cH:6]1>>[n:1]1[c:2](-[c:7]2[cH:8][cH:9][c:10]3[c:11]([cH:12][c:13]([CH2:15][OH:16])[o:14]3)[cH:18]2)[cH:3][cH:4][cH:5][cH:6]1. The reactants are BrCC1=CC=C(C=C1)C1=C(C=CC=C1)C#N (4'-bromomethyl-2-cyanobiphenyl), C(CCC)N (butylamine). Solvent: O1CCCC1 (tetrahydrofuran). Conditions: time 3 hour. Yields the product C(CCC)NCC1=CC=C(C=C1)C1=C(C=CC=C1)C#N (4'-Butylaminomethyl-2-cyanobiphenyl). Reaction SMILES: Br[CH2:2][C:3]1[CH:8]=[CH:7][C:6]([C:9]2[CH:14]=[CH:13][CH:12]=[CH:11][C:10]=2[C:15]#[N:16])=[CH:5][CH:4]=1.[CH2:17]([NH2:21])[CH2:18][CH2:19][CH3:20]>O1CCCC1>[CH2:17]([NH:21][CH2:2][C:3]1[CH:8]=[CH:7][C:6]([C:9]2[CH:14]=[CH:13][CH:12]=[CH:11][C:10]=2[C:15]#[N:16])=[CH:5][CH:4]=1)[CH2:18][CH2:19][CH3:20]. Procedure details: To a solution of 4'-bromomethyl-2-cyanobiphenyl (10.0 g) in tetrahydrofuran (100 ml) was added butylamine (26.8 g). The mixture was stirred for 3 hours at room temperature. The reaction mixture was concentrated and diluted with water, followed by extraction with chloroform. The extract was washed with water and dried. The solvent was distilled under reduced pressure. The residue was purified by column chromatography on silica gel to afford the title compound as a pale yellow oil (10.7 g, quantit...